Dataset: the Open Reaction Database (ORD), a public repository of structured organic reaction records. Task: describe an organic reaction: reactants, conditions, products, and yield Starting materials: ClC1=NC=CC(=N1)C1=C(N=C(S1)N1CCOCC1)C=1C(=C(C=CC1)NS(=O)(=O)C=1C=NC=CC1)F (N-{3-[5-(2-chloro-4-pyrimidinyl)-2-(4-morpholinyl)-1,3-thiazol-4-yl]-2-fluorophenyl}-3-pyridinesulfonamide), N (ammonia), CC(C)O (i-PrOH). Run at temperature 100 celsius. The product is NC1=NC=CC(=N1)C1=C(N=C(S1)N1CCOCC1)C=1C(=C(C=CC1)NS(=O)(=O)C=1C=NC=CC1)F (N-{3-[5-(2-Amino-4-pyrimidinyl)-2-(4-morpholinyl)-1,3-thiazol-4-yl]-2-fluorophenyl}-3-pyridinesulfonamide), C(C)OCC (diethyl ether). The yield is 45.0%. RXN SMILES: Cl[C:2]1[N:7]=[C:6]([C:8]2[S:12][C:11]([N:13]3[CH2:18][CH2:17][O:16][CH2:15][CH2:14]3)=[N:10][C:9]=2[C:19]2[C:20]([F:35])=[C:21]([NH:25][S:26]([C:29]3[CH:30]=[N:31][CH:32]=[CH:33][CH:34]=3)(=[O:28])=[O:27])[CH:22]=[CH:23][CH:24]=2)[CH:5]=[CH:4][N:3]=1.[NH3:36].CC(O)C>>[NH2:36][C:2]1[N:7]=[C:6]([C:8]2[S:12][C:11]([N:13]3[CH2:18][CH2:17][O:16][CH2:15][CH2:14]3)=[N:10][C:9]=2[C:19]2[C:20]([F:35])=[C:21]([NH:25][S:26]([C:29]3[CH:30]=[N:31][CH:32]=[CH:33][CH:34]=3)(=[O:28])=[O:27])[CH:22]=[CH:23][CH:24]=2)[CH:5]=[CH:4][N:3]=1.[CH2:15]([O:16][CH2:17][CH3:18])[CH3:14]. Reported procedure: A suspension of N-{3-[5-(2-chloro-4-pyrimidinyl)-2-(4-morpholinyl)-1,3-thiazol-4-yl]-2-fluorophenyl}-3-pyridinesulfonamide (195 mg, 0.366 mmol) and ammonia in i-PrOH 2M (8 mL, 16.0 mmol) was heated in a sealed tube at 100° C. overnight. The reaction mixture was evaporated onto silica gel and chromatographed (10-100% 1:9 MeOH:EtOAc in DCM). The title compound was obtained as a yellow solid after trituration in diethyl ether (88 mg, 45% yield). 1H NMR (400 MHz, DMSO-d6) δ ppm 10.56 (s, 1H), 8.84 (... The reactants are O1C(=CC=C1)C(CC(C(=O)OC)=O)=O (methyl 4-(furan-2-yl)-2,4-dioxobutanoate), Cl.ClC1=C(C=CC=C1)NN ((2-chlorophenyl)hydrazine hydrochloride). The solvent is CO (methanol). Reaction conditions: temperature 0 celsius. Product: ClC1=C(C=CC=C1)N1N=C(C=C1C=1OC=CC1)C(=O)OC (methyl 1-(2-chlorophenyl)-5-(furan-2-yl)-1H-pyrazole-3-carboxylate). Yield: 79.3%. RXN SMILES: [O:1]1[CH:5]=[CH:4][CH:3]=[C:2]1[C:6](=O)[CH2:7][C:8](=O)[C:9]([O:11][CH3:12])=[O:10].Cl.[Cl:16][C:17]1[CH:22]=[CH:21][CH:20]=[CH:19][C:18]=1[NH:23][NH2:24]>CO>[Cl:16][C:17]1[CH:22]=[CH:21][CH:20]=[CH:19][C:18]=1[N:23]1[C:6]([C:2]2[O:1][CH:5]=[CH:4][CH:3]=2)=[CH:7][C:8]([C:9]([O:11][CH3:12])=[O:10])=[N:24]1 |f:1.2|. Procedure details: A stirred solution compound 5 (10.0 g, 50 mmol) and (2-chlorophenyl)hydrazine hydrochloride (10.0 g, 56 mmol) in methanol 80 mL was heated to reflux for 6 h. On cooling to 0° C., solid crashed out, filtered and washed with cold methanol to afford the title compound 6 (12.0 g, 80.0%) which was used for further reaction.